This data is from the Open Reaction Database (ORD), a public repository of structured organic reaction records. The task is: describe an organic reaction: reactants, conditions, products, and yield Starting materials: CC(C)(C)OC(=O)N1CCC(Nc2ccc([N+](=O)[O-])cn2)CC1, CCOC(C)=O, [Na+], O=C([O-])O, O, Cl[Sn]Cl. The product is CC(C)(C)OC(=O)N1CCC(Nc2ccc(N)cn2)CC1. Reaction SMILES: [C:5]([CH3:6])([CH3:7])([CH3:8])[O:9][C:10](=[O:11])[N:12]1[CH2:13][CH2:14][CH:15]([NH:18][c:19]2[n:20][cH:21][c:22]([N+:25]([O-:26])=[O:27])[cH:23][cH:24]2)[CH2:16][CH2:17]1.[CH3:33][CH2:34][O:35][C:36](=[O:37])[CH3:38].[Na+:32].[O-:28][C:29]([OH:30])=[O:31].[OH2:4].[Sn:1]([Cl:2])[Cl:3]>>[C:5]([CH3:6])([CH3:7])([CH3:8])[O:9][C:10](=[O:11])[N:12]1[CH2:13][CH2:14][CH:15]([NH:18][c:19]2[n:20][cH:21][c:22]([NH2:25])[cH:23][cH:24]2)[CH2:16][CH2:17]1.